This data is from the Open Reaction Database (ORD), a public repository of structured organic reaction records. The task is: describe an organic reaction: reactants, conditions, products, and yield Starting materials: COc1cccc(-c2cc(C)cc3c2OC(CNC(=O)OCc2ccccc2)C3)c1OC, C[Si](C)(C)I, Cl. The product is COc1cccc(-c2cc(C)cc3c2OC(CN)C3)c1OC. Reaction SMILES: [CH3:1][O:2][c:3]1[c:4](-[c:11]2[cH:12][c:13]([CH3:32])[cH:14][c:15]3[c:19]2[O:18][CH:17]([CH2:20][NH:21][C:22](=[O:23])[O:24][CH2:25][c:26]2[cH:27][cH:28][cH:29][cH:30][cH:31]2)[CH2:16]3)[cH:5][cH:6][cH:7][c:8]1[O:9][CH3:10].[CH3:33][Si:34]([I:35])([CH3:36])[CH3:37].[ClH:38]>>[CH3:1][O:2][c:3]1[c:4](-[c:11]2[cH:12][c:13]([CH3:32])[cH:14][c:15]3[c:19]2[O:18][CH:17]([CH2:20][NH2:21])[CH2:16]3)[cH:5][cH:6][cH:7][c:8]1[O:9][CH3:10]. Starting materials: ClC=1N=C(C2=C(N1)C=CC(=N2)C=O)N2CCOCC2 (2-Chloro-4-morpholinopyrido[3,2-d]pyrimidine-6-carbaldehyde), OOS(=O)[O-].[K+] (Oxone). Solvent: CN(C)C=O (DMF). Yields the product ClC=1N=C(C2=C(N1)C=CC(=N2)C(=O)O)N2CCOCC2 (2-chloro-4-morpholinopyrido[3,2-d]pyrimidine-6-carboxylic acid). RXN SMILES: [Cl:1][C:2]1[N:3]=[C:4]([N:14]2[CH2:19][CH2:18][O:17][CH2:16][CH2:15]2)[C:5]2[N:11]=[C:10]([CH:12]=[O:13])[CH:9]=[CH:8][C:6]=2[N:7]=1.[OH:20]OS([O-])=O.[K+]>CN(C=O)C>[Cl:1][C:2]1[N:3]=[C:4]([N:14]2[CH2:15][CH2:16][O:17][CH2:18][CH2:19]2)[C:5]2[N:11]=[C:10]([C:12]([OH:20])=[O:13])[CH:9]=[CH:8][C:6]=2[N:7]=1 |f:1.2|. Procedure details: 2-Chloro-4-morpholinopyrido[3,2-d]pyrimidine-6-carbaldehyde (0.56 g) was reacted with Oxone (1.1 eq) in DMF (10 mL) overnight. The DMF was removed under vacuum and the reaction mixture was brought up into water. The pH was adjusted to 2-3 and product crashed out of solution. The solid was collected by filtration and dried to afford 0.45 g of 2-chloro-4-morpholinopyrido[3,2-d]pyrimidine-6-carboxylic acid as a light yellow solid. The reactants are CN (MeNH2), ClCC1=NOC(=N1)C1=CC(=CC=C1)Cl (3-(chloromethyl)-5-(3-chlorophenyl)-1,2,4-oxadiazole). Solvent: CCO (EtOH), CCO (EtOH). Yields the product ClC=1C=C(C=CC1)C1=NC(=NO1)CNC (1-[5-(3-chlorophenyl)-[1,2,4]oxadiazol-3-yl]-N-methylmethanamine). Yield: 100.0%. RXN SMILES: [CH3:1][NH2:2].Cl[CH2:4][C:5]1[N:9]=[C:8]([C:10]2[CH:15]=[CH:14][CH:13]=[C:12]([Cl:16])[CH:11]=2)[O:7][N:6]=1>CCO>[Cl:16][C:12]1[CH:11]=[C:10]([C:8]2[O:7][N:6]=[C:5]([CH2:4][NH:2][CH3:1])[N:9]=2)[CH:15]=[CH:14][CH:13]=1. Procedure details: MeNH2 in EtOH (6 mL, 8 M, 48 mmol) was added to 3-(chloromethyl)-5-(3-chlorophenyl)-1,2,4-oxadiazole (1.5 g, 6.5 mmol) in EtOH (20 mL). After 20 h the solvent was evaporated and the residue was dried in vacuum to give 1.47 g (100%) of the title compound. LC-MS (M++1): 224 The reactants are CN(C)C(=O)O, Cc1cc(O)c2ccccc2n1, CN(C)C=O, [Cl-]. Product: Cc1cc(OC(=O)N(C)C)c2ccccc2n1. Reaction SMILES: [CH3:14][N:15]([C:16]([OH:17])=[O:18])[CH3:19].[CH3:1][c:2]1[n:3][c:4]2[cH:5][cH:6][cH:7][cH:8][c:9]2[c:10]([OH:12])[cH:11]1.[CH3:20][N:21]([CH3:22])[CH:23]=[O:24].[Cl-:13]>>[CH3:1][c:2]1[n:3][c:4]2[cH:5][cH:6][cH:7][cH:8][c:9]2[c:10]([O:12][C:16]([N:15]([CH3:14])[CH3:19])=[O:17])[cH:11]1. Starting materials: C[O-].[Na+] (sodium methoxide), ClCC1=NC2=CC=CC=C2C=C1 (2-(chloromethyl)quinoline), O (water), Cl.NC1=CC=C2C=CC(=CC2=C1)O (7-amino-2-naphthol hydrochloride). The solvent is CO (methanol), CN(C=O)C (dimethylformamide), CO (methanol). Reaction conditions: temperature 10 celsius, time 1 hour. The product is N1=C(C=CC2=CC=CC=C12)COC1=CC=C2C=CC(=CC2=C1)N (7-(2-quinolinylmethoxy)-2-naphthalenamine). The yield is 50.5%. Reaction SMILES: Cl.[NH2:2][C:3]1[CH:12]=[C:11]2[C:6]([CH:7]=[CH:8][C:9]([OH:13])=[CH:10]2)=[CH:5][CH:4]=1.C[O-].[Na+].Cl[CH2:18][C:19]1[CH:28]=[CH:27][C:26]2[C:21](=[CH:22][CH:23]=[CH:24][CH:25]=2)[N:20]=1.O>CO.CN(C)C=O>[N:20]1[C:21]2[C:26](=[CH:25][CH:24]=[CH:23][CH:22]=2)[CH:27]=[CH:28][C:19]=1[CH2:18][O:13][C:9]1[CH:10]=[C:11]2[C:6]([CH:5]=[CH:4][C:3]([NH2:2])=[CH:12]2)=[CH:7][CH:8]=1 |f:0.1,2.3|. Procedure details: To a suspension of 40.0 g 7-amino-2-naphthol hydrochloride (205 mmol) in 250 mL methanol under nitrogen is added 451 mL of 0.91N sodium methoxide (410 mmol) in methanol. After 1 hour of stirring, the solvent is removed and the residue is taken up in 500 mL dimethylformamide and cooled to 10° C. under nitrogen. A solution of 36.3 g 2-(chloromethyl)quinoline (205 mmol) in 200 mL dimethylformamide is added. After stirring overnight at ambient temperature, the reaction is stripped of solvent, water ... Starting materials: solution, CN (methylamine), COC=1C=C(C=C(C1OC)OC)C=1SC(=C(N1)C)C(=O)OCC (ethyl 2-(3,4,5-trimethoxyphenyl)-4-methylthiazole-5-carboxylate), COC=1C=C(C(=O)N)C=C(C1OC)OC (3,4,5-trimethoxybenzamide), P12(=S)SP3(=S)SP(=S)(S1)SP(=S)(S2)S3 (phosphorus pentasulfide), ClC(C(=O)OCC)C(=O)C (ethyl α-chloroacetoacetate). The solvent is C(C)O (ethanol), C(CCC)O (n-butylalcohol). Run at time 10 day. Product: CC1=C(SC(=N1)C2=CC(=C(C(=C2)OC)OC)OC)C(=O)NC (2-(3,4,5-trimethoxyphenyl)-4-methylthiazole-5-methylcarboxamide). Yield: 60.0%. As a reaction SMILES: CN.[CH3:3][O:4][C:5]1[CH:6]=[C:7]([C:15]2[S:16][C:17]([C:21]([O:23]CC)=O)=[C:18]([CH3:20])[N:19]=2)[CH:8]=[C:9]([O:13][CH3:14])[C:10]=1[O:11][CH3:12].COC1C=C(C=C(OC)C=1OC)[C:31]([NH2:33])=O.P12(SP3(SP(SP(S3)(S1)=S)(=S)S2)=S)=S.ClC(C(C)=O)C(OCC)=O>C(O)CCC.C(O)C>[CH3:20][C:18]1[N:19]=[C:15]([C:7]2[CH:6]=[C:5]([O:4][CH3:3])[C:10]([O:11][CH3:12])=[C:9]([O:13][CH3:14])[CH:8]=2)[S:16][C:17]=1[C:21]([NH:33][CH3:31])=[O:23]. Procedure: Into a mixture of 80 ml of 40% solution of methylamine and 420 ml of ethanol, 16.9 g of ethyl 2-(3,4,5-trimethoxyphenyl)-4-methylthiazole-5-carboxylate which had been prepared by heating a mixture of 3,4,5-trimethoxybenzamide, phosphorus pentasulfide, ethyl α-chloroacetoacetate and n-butylalcohol under a reflux condenser for 5 hours was dissolved and the solution was left for 10 days at room temperature. Then the solution was condensed to solid under a reduced pressure. The thus obtained residue...